describe an organic reaction: reactants, conditions, products, and yield From a dataset of the Open Reaction Database (ORD), a public repository of structured organic reaction records. The reactants are C(C)(=O)N([C@@H]1C[C@@H](N(C2=CC=CC=C12)C(=O)C1=CC=C(C=C1)N(CCC(C(=O)OC)(C)C)C)C)C1=CC=C(C=C1)Cl (Methyl 4-[(4-{[(2S,4R)-4-[acetyl(4-chlorophenyl)amino]-2-methyl-3,4-dihydroquinolin-1(2H)-yl]carbonyl}phenyl)(methyl)amino]-2,2-dimethylbutanoate), [OH-].[Na+] (sodium hydroxide). Yields the product C(C)(=O)N([C@@H]1C[C@@H](N(C2=CC=CC=C12)C(=O)C1=CC=C(C=C1)N(CCC(C(=O)O)(C)C)C)C)C1=CC=C(C=C1)Cl (4-[(4-{[(2S,4R)-4-[Acetyl-(4-chlorophenyl)amino]-2-methyl-3,4-dihydroquinolin-1(2H)-yl]carbonyl}phenyl)(methyl)amino]-2,2-dimethylbutanoic acid). Run at temperature 40 celsius. The solvent is CO.O1CCCC1.O (methanol tetrahydrofuran water). Procedure: Methyl 4-[(4-{[(2S,4R)-4-[acetyl(4-chlorophenyl)amino]-2-methyl-3,4-dihydroquinolin-1(2H)-yl]carbonyl}phenyl)(methyl)amino]-2,2-dimethylbutanoate was dissolved in methanol/tetrahydrofuran/water (2/1/1) then sodium hydroxide (3 equivalents) was added and reaction mixture heated to 40° C. for 2 h. The mixture was concentrated, the residue acidified with a 1N HCl aqueous solution and extracted with ethyl acetate. The organic layer was washed with brine, dried over magnesium sulfate, filtered and co... RXN SMILES: [C:1]([N:4]([C:35]1[CH:40]=[CH:39][C:38]([Cl:41])=[CH:37][CH:36]=1)[C@H:5]1[C:14]2[C:9](=[CH:10][CH:11]=[CH:12][CH:13]=2)[N:8]([C:15]([C:17]2[CH:22]=[CH:21][C:20]([N:23]([CH3:33])[CH2:24][CH2:25][C:26]([CH3:32])([CH3:31])[C:27]([O:29]C)=[O:28])=[CH:19][CH:18]=2)=[O:16])[C@@H:7]([CH3:34])[CH2:6]1)(=[O:3])[CH3:2].[OH-].[Na+]>CO.O1CCCC1.O>[C:1]([N:4]([C:35]1[CH:36]=[CH:37][C:38]([Cl:41])=[CH:39][CH:40]=1)[C@H:5]1[C:14]2[C:9](=[CH:10][CH:11]=[CH:12][CH:13]=2)[N:8]([C:15]([C:17]2[CH:22]=[CH:21][C:20]([N:23]([CH3:33])[CH2:24][CH2:25][C:26]([CH3:32])([CH3:31])[C:27]([OH:29])=[O:28])=[CH:19][CH:18]=2)=[O:16])[C@@H:7]([CH3:34])[CH2:6]1)(=[O:3])[CH3:2] |f:1.2,3.4.5|.